Dataset: the Open Reaction Database (ORD), a public repository of structured organic reaction records. Task: describe an organic reaction: reactants, conditions, products, and yield RXN SMILES: [Br:1][c:2]1[cH:3][c:4]([CH3:22])[c:5]([C:9](=[O:10])[N:11]2[CH2:12][CH2:13][CH:14]([N:17]3[CH2:18][CH2:19][CH2:20][CH2:21]3)[CH2:15][CH2:16]2)[c:6]([CH3:8])[cH:7]1.[F:23][C:24]([O:25][c:26]1[cH:27][c:28]([B:32]([OH:33])[OH:34])[cH:29][cH:30][cH:31]1)([F:35])[F:36].[K+:42].[K+:43].[K+:44].[O:45]=[CH:46][N:47]([CH3:48])[CH3:49].[P:37]([O-:38])([O-:39])([O-:40])=[O:41].[Pd:50].[c:108]1([P:109]([c:110]2[cH:111][cH:112][cH:113][cH:114][cH:115]2)[c:116]2[cH:117][cH:118][cH:119][cH:120][cH:121]2)[cH:122][cH:123][cH:124][cH:125][cH:126]1.[c:51]1([P:52]([c:53]2[cH:54][cH:55][cH:56][cH:57][cH:58]2)[c:59]2[cH:60][cH:61][cH:62][cH:63][cH:64]2)[cH:65][cH:66][cH:67][cH:68][cH:69]1.[c:70]1([P:71]([c:72]2[cH:73][cH:74][cH:75][cH:76][cH:77]2)[c:78]2[cH:79][cH:80][cH:81][cH:82][cH:83]2)[cH:84][cH:85][cH:86][cH:87][cH:88]1.[c:89]1([P:90]([c:91]2[cH:92][cH:93][cH:94][cH:95][cH:96]2)[c:97]2[cH:98][cH:99][cH:100][cH:101][cH:102]2)[cH:103][cH:104][cH:105][cH:106][cH:107]1>>[c:2]1(-[c:28]2[cH:27][c:26]([O:25][C:24]([F:23])([F:35])[F:36])[cH:31][cH:30][cH:29]2)[cH:3][c:4]([CH3:22])[c:5]([C:9](=[O:10])[N:11]2[CH2:12][CH2:13][CH:14]([N:17]3[CH2:18][CH2:19][CH2:20][CH2:21]3)[CH2:15][CH2:16]2)[c:6]([CH3:8])[cH:7]1. Product: Cc1cc(-c2cccc(OC(F)(F)F)c2)cc(C)c1C(=O)N1CCC(N2CCCC2)CC1. Reactants: Cc1cc(Br)cc(C)c1C(=O)N1CCC(N2CCCC2)CC1, OB(O)c1cccc(OC(F)(F)F)c1, [K+], [K+], [K+], CN(C)C=O, O=P([O-])([O-])[O-], [Pd], c1ccc(P(c2ccccc2)c2ccccc2)cc1, c1ccc(P(c2ccccc2)c2ccccc2)cc1, c1ccc(P(c2ccccc2)c2ccccc2)cc1, c1ccc(P(c2ccccc2)c2ccccc2)cc1. Reactants: Cl (hydrochloric acid), Cl (hydrochloric acid), BrC1=CC(=CC=C1)OC(C)C (1-bromo-3-(1-methylethoxy)benzene), C(CCC)[Li] (n-butyllithium), C(C)N1CCC(CC1)=O (N-ethyl-4-piperidone). Run in CCCCCC (Hexane), O1CCCC1 (tetrahydrofuran). Conditions: temperature -20 celsius. Product: C(C)N1CCC(CC1)(C1=CC(=CC=C1)OC(C)C)O (N-Ethyl-4-hydroxy-4-(3-(1-methylethoxy)phenyl)piperidine). Reaction SMILES: Br[C:2]1[CH:7]=[CH:6][CH:5]=[C:4]([O:8][CH:9]([CH3:11])[CH3:10])[CH:3]=1.C([Li])CCC.[CH2:17]([N:19]1[CH2:24][CH2:23][C:22](=[O:25])[CH2:21][CH2:20]1)[CH3:18].Cl>O1CCCC1.CCCCCC>[CH2:17]([N:19]1[CH2:24][CH2:23][C:22]([OH:25])([C:2]2[CH:7]=[CH:6][CH:5]=[C:4]([O:8][CH:9]([CH3:11])[CH3:10])[CH:3]=2)[CH2:21][CH2:20]1)[CH3:18]. Procedure: To a stirred solution of 1-bromo-3-(1-methylethoxy)benzene (5.0 g, 23 mmol) in anhydrous tetrahydrofuran (50 ml) at −78° C. under an atmosphere of nitrogen was added n-butyllithium (1.6M in hexane, 13.7 ml, 22 mmol) dropwise. The reaction mixture was stirred for 1 h at −78° C., before N-ethyl-4-piperidone (2.95 ml, 22 mmol) was added dropwise at −78° C. over 15 minutes, and the reaction mixture was then warmed to −20° C. over 30 minutes. The solution was poured onto 2N aqueous hydrochloric acid ... Reactants: CC[C@@H](C=1C=CC=C(C1)O)[C@@H](C)CN(C)C (tapentadol), COC=1C=C(C=CC1)C(CC)=O (1-(3-methoxyphenyl)propan-1-one), Cl.CNC (dimethyl amine hydrochloride), C=O (paraformaldehyde). Reported procedure: WO2008012047 describes yet another method for the preparation of tapentadol, wherein 1-(3-methoxyphenyl)propan-1-one is reacted with dimethyl amine hydrochloride and paraformaldehyde under Mannich reaction condition to get 3-(dimethylamino)-1-(3-methoxyphenyl)-2-methylpropan-1-one hydrochloride, which after reacting with sodium hydroxide is reacted with (2R,3R)—O,O′-dibenzoyl tartaric acid monohydrate to get (S)-3-(dimethylamino)-1-(3-methoxyphenyl)-2-methylpropan-1-one L-(−)-dibenzoyltartarate.... The product is Cl.CN(CC(C(=O)C1=CC(=CC=C1)OC)C)C (3-(dimethylamino)-1-(3-methoxyphenyl)-2-methylpropan-1-one hydrochloride). As a reaction SMILES: CC[C@H]([C@H]([CH2:13][N:14](C)[CH3:15])C)C1C=CC=C(O)C=1.[CH3:17][O:18][C:19]1[CH:20]=[C:21]([C:25](=[O:28])[CH2:26][CH3:27])[CH:22]=[CH:23][CH:24]=1.[ClH:29].[CH3:30]NC.C=O>>[ClH:29].[CH3:13][N:14]([CH3:15])[CH2:27][CH:26]([CH3:30])[C:25]([C:21]1[CH:22]=[CH:23][CH:24]=[C:19]([O:18][CH3:17])[CH:20]=1)=[O:28] |f:2.3,5.6|. Starting materials: [Br-], CC#C[Mg+], CC#CC(=O)c1cc(-c2cccc(Cl)c2)ccc1N. Yields the product CC#CC(O)(C#CC)c1cc(-c2cccc(Cl)c2)ccc1N. As a reaction SMILES: [Br-:20].[C:21](#[C:22][CH3:23])[Mg+:24].[NH2:1][c:2]1[c:3]([C:15](=[O:16])[C:17]#[C:18][CH3:19])[cH:4][c:5](-[c:8]2[cH:9][c:10]([Cl:14])[cH:11][cH:12][cH:13]2)[cH:6][cH:7]1>>[NH2:1][c:2]1[c:3]([C:15]([OH:16])([C:17]#[C:18][CH3:19])[C:21]#[C:22][CH3:23])[cH:4][c:5](-[c:8]2[cH:9][c:10]([Cl:14])[cH:11][cH:12][cH:13]2)[cH:6][cH:7]1. Reactants: ClS(=O)(=O)C=1C=C(C(=O)O)C=CC1 (3-(chlorosulfonyl)benzoic acid), ClC=1C=C2CCNC2=CC1 (5-chloroindoline). Product: ClC=1C=C2CCN(C2=CC1)S(=O)(=O)C=1C=C(C(=O)O)C=CC1 (3-(5-chloroindolin-1-ylsulfonyl)benzoic acid). As a reaction SMILES: Cl[S:2]([C:5]1[CH:6]=[C:7]([CH:11]=[CH:12][CH:13]=1)[C:8]([OH:10])=[O:9])(=[O:4])=[O:3].[Cl:14][C:15]1[CH:16]=[C:17]2[C:21](=[CH:22][CH:23]=1)[NH:20][CH2:19][CH2:18]2>>[Cl:14][C:15]1[CH:16]=[C:17]2[C:21](=[CH:22][CH:23]=1)[N:20]([S:2]([C:5]1[CH:6]=[C:7]([CH:11]=[CH:12][CH:13]=1)[C:8]([OH:10])=[O:9])(=[O:4])=[O:3])[CH2:19][CH2:18]2. Procedure details: 3-(chlorosulfonyl)benzoic acid (1.0 g, 4.53 mmol) was treated with 5-chloroindoline (2.08 g, 13.60 mmol) using method A to give 3-(5-chloroindolin-1-ylsulfonyl)benzoic acid as an off white solid. Yield: 720 mg (47%). 1H-NMR: 8.09 (d, J=8.5 Hz, 2H), 7.93 (d, J=8.5 Hz, 2H), 7.48-7.43 (m, 1H), 7.27-7.23 (m, 2H), 3.97 (t, J=8.5 Hz, 2H) 2.91 (t, J=8.5 Hz, 2H). The reactants are COC1=C(C=C(C(=O)NC2=CC=CC=C2)C=C1)N (4-methoxy-3-amino-N-phenyl-benzamide), C(=O)(O)C=1C=C(C=CC1)N=C=S (3-carboxyphenyl isothiocyanate). The solvent is C(C)(=O)OCC (ethyl acetate). Reaction conditions: temperature 50 celsius, time 8 hour. Yields the product COC1=C(C=C(C=C1)C(NC1=CC=CC=C1)=O)NC(NC=1C=C(C(=O)O)C=CC1)=S (3-[3-(2-Methoxy-5-phenylcarbamoyl-phenyl)-thioureido]-benzoic acid). Isolated yield 85.7%. RXN SMILES: [CH3:1][O:2][C:3]1[CH:17]=[CH:16][C:6]([C:7]([NH:9][C:10]2[CH:15]=[CH:14][CH:13]=[CH:12][CH:11]=2)=[O:8])=[CH:5][C:4]=1[NH2:18].[C:19]([C:22]1[CH:23]=[C:24]([N:28]=[C:29]=[S:30])[CH:25]=[CH:26][CH:27]=1)([OH:21])=[O:20]>C(OCC)(=O)C>[CH3:1][O:2][C:3]1[CH:17]=[CH:16][C:6]([C:7](=[O:8])[NH:9][C:10]2[CH:15]=[CH:14][CH:13]=[CH:12][CH:11]=2)=[CH:5][C:4]=1[NH:18][C:29](=[S:30])[NH:28][C:24]1[CH:23]=[C:22]([CH:27]=[CH:26][CH:25]=1)[C:19]([OH:21])=[O:20]. Procedure details: A mixture of 4-methoxy-3-amino-N-phenyl-benzamide (0.73 g, 3.0 mmol) and 3-carboxyphenyl isothiocyanate (0.54 g, 3.0 mmol) in ethyl acetate (60 mL) was warmed briefly to 50° C. and then allowed to stand overnight at room temperature. The mixture was then rewarmed to 50° C., filtered, and concentrated to dryness. Trituration of the residue in ethyl acetate followed by filtration afforded the product (1.083 g); m.p. 196-197° C. The reactants are C(C)N1C2=C(N(C(C3=C1N=CC(=C3)\C=C\C3=CC=NC=C3)=O)C)C=CC=N2 (5,11-Dihydro-11-ethyl-5-methyl-8-[trans-2-(4-pyridyl)ethen-1-yl]-6H-dipyrido[3,2-b:2',3'-e][1,4]diazepin-6-one). Reagents/catalysts: [Pt]=O (platinum oxide). Run in C(C)(=O)OCC (ethyl acetate). The product is C(C)N1C2=C(N(C(C3=C1N=CC(=C3)CCC3=CC=NC=C3)=O)C)C=CC=N2 (5,11-Dihydro-11-ethyl-5-methyl-8-[2-(pyrid-4-yl)ethyl]-6H-dipyrido[3,2-b:2',3'-e][1,4]diazepin-6-one), product. As a reaction SMILES: [CH2:1]([N:3]1[C:9]2[N:10]=[CH:11][C:12](/[CH:14]=[CH:15]/[C:16]3[CH:21]=[CH:20][N:19]=[CH:18][CH:17]=3)=[CH:13][C:8]=2[C:7](=[O:22])[N:6]([CH3:23])[C:5]2[CH:24]=[CH:25][CH:26]=[N:27][C:4]1=2)[CH3:2]>C(OCC)(=O)C.[Pt]=O>[CH2:1]([N:3]1[C:9]2[N:10]=[CH:11][C:12]([CH2:14][CH2:15][C:16]3[CH:21]=[CH:20][N:19]=[CH:18][CH:17]=3)=[CH:13][C:8]=2[C:7](=[O:22])[N:6]([CH3:23])[C:5]2[CH:24]=[CH:25][CH:26]=[N:27][C:4]1=2)[CH3:2]. Reported procedure: The title compound was prepared from 5,11-Dihydro-11-ethyl-5-methyl-8-[trans-2-(4-pyridyl)ethen-1-yl]-6H-dipyrido[3,2-b:2',3'-e][1,4]diazepin-6-one (0.38 g, 1.0 mmol) by catalytic hydrogenation over platinum oxide in ethyl acetate at 150 p.s.i. and 60° C. Recrystallization from ethyl acetate/hexanes afforded 0.18 g of the product as off-white crystals, m.p. 109°-110° C. Starting materials: CCCCc1ccc(C#Cc2ccc(CN(C(=O)c3ccc(C(C)(C)C)cc3)c3ccc4c(c3)C(=O)OC(C)(C)O4)cc2)cc1, CCO, [Na+], [OH-]. The product is CCCCc1ccc(C#Cc2ccc(CN(C(=O)c3ccc(C(C)(C)C)cc3)c3ccc(O)c(C(=O)O)c3)cc2)cc1. RXN SMILES: [C:1]([CH3:2])([CH3:3])([CH3:4])[c:5]1[cH:6][cH:7][c:8]([C:9](=[O:10])[N:11]([c:12]2[cH:13][c:14]3[c:15]([cH:23][cH:24]2)[O:16][C:17]([CH3:21])([CH3:22])[O:18][C:19]3=[O:20])[CH2:25][c:26]2[cH:27][cH:28][c:29]([C:32]#[C:33][c:34]3[cH:35][cH:36][c:37]([CH2:40][CH2:41][CH2:42][CH3:43])[cH:38][cH:39]3)[cH:30][cH:31]2)[cH:44][cH:45]1.[CH3:48][CH2:49][OH:50].[Na+:47].[OH-:46]>>[C:1]([CH3:2])([CH3:3])([CH3:4])[c:5]1[cH:6][cH:7][c:8]([C:9](=[O:10])[N:11]([c:12]2[cH:13][c:14]([C:19](=[O:18])[OH:20])[c:15]([OH:16])[cH:23][cH:24]2)[CH2:25][c:26]2[cH:27][cH:28][c:29]([C:32]#[C:33][c:34]3[cH:35][cH:36][c:37]([CH2:40][CH2:41][CH2:42][CH3:43])[cH:38][cH:39]3)[cH:30][cH:31]2)[cH:44][cH:45]1. Starting materials: FC([C@@H](C=1C=CC=2N(C1)C(=NN2)C2=NC1=CC(=C(C=C1C=C2)C)OC)N2C[C@H](CC2)NC(OC(C)(C)C)=O)(F)F (tert-Butyl (S)-1-((R)-2,2,2-trifluoro-1-(3-(7-methoxy-6-methylquinolin-2-yl)-[1,2,4]triazolo[4,3-a]pyridin-6-yl)ethyl)pyrrolidin-3-ylcarbamate). Run in C(=O)(C(F)(F)F)O (TFA). Product: FC([C@@H](C=1C=CC=2N(C1)C(=NN2)C2=NC1=CC(=C(C=C1C=C2)C)OC)N2C[C@H](CC2)N)(F)F ((S)-1-((R)-2,2,2-trifluoro-1-(3-(7-methoxy-6-methylquinolin-2-yl)-[1,2,4]triazolo[4,3-a]pyridin-6-yl)ethyl)pyrrolidin-3-amine). Isolated yield 86.2%. As a reaction SMILES: [F:1][C:2]([F:40])([F:39])[C@H:3]([N:26]1[CH2:30][CH2:29][C@H:28]([NH:31]C(=O)OC(C)(C)C)[CH2:27]1)[C:4]1[CH:5]=[CH:6][C:7]2[N:8]([C:10]([C:13]3[CH:22]=[CH:21][C:20]4[C:15](=[CH:16][C:17]([O:24][CH3:25])=[C:18]([CH3:23])[CH:19]=4)[N:14]=3)=[N:11][N:12]=2)[CH:9]=1>C(O)(C(F)(F)F)=O>[F:39][C:2]([F:1])([F:40])[C@H:3]([N:26]1[CH2:30][CH2:29][C@H:28]([NH2:31])[CH2:27]1)[C:4]1[CH:5]=[CH:6][C:7]2[N:8]([C:10]([C:13]3[CH:22]=[CH:21][C:20]4[C:15](=[CH:16][C:17]([O:24][CH3:25])=[C:18]([CH3:23])[CH:19]=4)[N:14]=3)=[N:11][N:12]=2)[CH:9]=1. Procedure details: tert-Butyl (S)-1-((R)-2,2,2-trifluoro-1-(3-(7-methoxy-6-methylquinolin-2-yl)-[1,2,4]triazolo[4,3-a]pyridin-6-yl)ethyl)pyrrolidin-3-ylcarbamate (154 mg, 0.277 mmol) was stirred in TFA (3 mL) for 1 hour then concentrated. The residue was dissolved in minimum methanol and added dropwise to a 4N HCl in ether solution. The resulting solid was filtered and dried to yield (S)-1-((R)-2,2,2-trifluoro-1-(3-(7-methoxy-6-methylquinolin-2-yl)-[1,2,4]triazolo[4,3-a]pyridin-6-yl)ethyl)pyrrolidin-3-amine (109 m... Reactants: [OH-].[Na+] (Sodium hydroxide), NC=1N=CC2=C(N1)CCC2C(=O)OC (methyl 2-amino-6,7-dihydro-5H-cyclopenta[d]pyrimidine-5-carboxylate), Cl (Hydrochloric acid). Run in CO (methanol). Conditions: time 1.5 hour. Yields the product NC=1N=CC2=C(N1)CCC2C(=O)O (2-amino-6,7-dihydro-5H-cyclopenta[d]pyrimidine-5-carboxylic acid). As a reaction SMILES: [OH-].[Na+].[NH2:3][C:4]1[N:5]=[CH:6][C:7]2[CH:12]([C:13]([O:15]C)=[O:14])[CH2:11][CH2:10][C:8]=2[N:9]=1.Cl>CO>[NH2:3][C:4]1[N:5]=[CH:6][C:7]2[CH:12]([C:13]([OH:15])=[O:14])[CH2:11][CH2:10][C:8]=2[N:9]=1 |f:0.1|. Procedure: Sodium hydroxide (13.0 mL, 13.0 mmol) was added to a solution of methyl 2-amino-6,7-dihydro-5H-cyclopenta[d]pyrimidine-5-carboxylate (1.10 g, 5.69 mmol) in methanol (21 mL). The resulting mixture was stirred at RT for 1.5 hours. Hydrochloric acid (13 mL, 13.00 mmol) was added. The solvent was evaporated. The residue was purified by chromatography on silica (24 g cartridge) eluting with CH2Cl2:MeOH 95:5 (150 mL) and CH2Cl2:MeOH:AcOH 90:10:1 to afford the title compound.